Dataset: the Open Reaction Database (ORD), a public repository of structured organic reaction records. Task: describe an organic reaction: reactants, conditions, products, and yield Product: N1(CCNCC1)C1=CC=C(C(=O)O)C=C1 (4-piperazin-1-yl-benzoic acid). Reaction conditions: time 4 hour. Run in Cl (hydrochloric acid), CO (methanol). The reactants are C(C)(C)(C)OC(=O)N1CCN(CC1)C1=CC=C(C(=O)O)C=C1 (4-(4-(tert-butoxycarbonyl)piperazin-1-yl)benzoic acid). Reaction SMILES: C(OC([N:8]1[CH2:13][CH2:12][N:11]([C:14]2[CH:22]=[CH:21][C:17]([C:18]([OH:20])=[O:19])=[CH:16][CH:15]=2)[CH2:10][CH2:9]1)=O)(C)(C)C>Cl.CO>[N:11]1([C:14]2[CH:15]=[CH:16][C:17]([C:18]([OH:20])=[O:19])=[CH:21][CH:22]=2)[CH2:10][CH2:9][NH:8][CH2:13][CH2:12]1. Reported procedure: A mixture of 4-(4-(tert-butoxycarbonyl)piperazin-1-yl)benzoic acid (28 g, 91 mmol) in hydrochloric acid in methanol (300 mL) was stirred at room temperature for 4 h. The resulting precipitate was collected by filtration and concentrated to dryness to provide the title compound (17 g, 61% yield) as a white solid. Isolated yield 90.6%. The product is COc1ccc(F)cc1-c1ccc(C(C)NS(=O)(=O)c2ccc(C#N)cc2Cl)c(Cl)c1. RXN SMILES: [Cl:31][c:32]1[cH:33][c:34](-[c:41]2[c:42]([O:48][CH3:49])[cH:43][cH:44][c:45]([F:47])[cH:46]2)[cH:35][cH:36][c:37]1[CH:38]([CH3:39])[NH2:40].[Cl:55][c:56]1[cH:57][cH:58][cH:59][c:60]([C:62]#[N:63])[cH:61]1.[F:1][c:2]1[cH:3][cH:4][c:5]([O:6][CH3:7])[c:8](-[c:9]2[cH:10][cH:11][c:12]([CH2:13][NH:14][S:15]([c:16]3[cH:17][cH:18][c:19]([O:20][CH3:21])[cH:22][cH:23]3)(=[O:24])=[O:25])[cH:26][c:27]2[O:28][CH3:29])[cH:30]1.[S:50](=[O:51])(=[O:52])([Cl:53])[Cl:54]>>[Cl:31][c:32]1[cH:33][c:34](-[c:41]2[c:42]([O:48][CH3:49])[cH:43][cH:44][c:45]([F:47])[cH:46]2)[cH:35][cH:36][c:37]1[CH:38]([CH3:39])[NH:40][S:50](=[O:51])(=[O:52])[c:57]1[c:56]([Cl:55])[cH:61][c:60]([C:62]#[N:63])[cH:59][cH:58]1. The reactants are COc1ccc(F)cc1-c1ccc(C(C)N)c(Cl)c1, N#Cc1cccc(Cl)c1, COc1ccc(S(=O)(=O)NCc2ccc(-c3cc(F)ccc3OC)c(OC)c2)cc1, O=S(=O)(Cl)Cl. Reactants: C(C1=CC=CC=C1)OC1=CC=C(C(=C1C(C)(C)O)OC)OC1=C2CCCC2=C(C=C1C)N(CC1=CC=CC=C1)CC1=CC=CC=C1 (2-[6-Benzyloxy-3-(7-dibenzylamino-5-methylindan-4-yloxy)-2-methoxyphenyl]-propane-2-ol), Cl (hydrochloric acid). Solvent: ClCCl (dichloromethane). Reaction conditions: time 20 minute. The product is C(C1=CC=CC=C1)N(C1=C2CCCC2=C(C(=C1)C)OC1=C(C(=C(C=C1)OCC1=CC=CC=C1)C(=C)C)OC)CC1=CC=CC=C1 (Dibenzyl[7-(4-benzyloxy-3-isopropenyl-2-methoxyphenoxy)-6-methylindan-4-yl]amine). Isolated yield 59.1%. RXN SMILES: [CH2:1]([O:8][C:9]1[C:14]([C:15](O)([CH3:17])[CH3:16])=[C:13]([O:19][CH3:20])[C:12]([O:21][C:22]2[C:30]([CH3:31])=[CH:29][C:28]([N:32]([CH2:40][C:41]3[CH:46]=[CH:45][CH:44]=[CH:43][CH:42]=3)[CH2:33][C:34]3[CH:39]=[CH:38][CH:37]=[CH:36][CH:35]=3)=[C:27]3[C:23]=2[CH2:24][CH2:25][CH2:26]3)=[CH:11][CH:10]=1)[C:2]1[CH:7]=[CH:6][CH:5]=[CH:4][CH:3]=1.Cl>ClCCl>[CH2:33]([N:32]([CH2:40][C:41]1[CH:42]=[CH:43][CH:44]=[CH:45][CH:46]=1)[C:28]1[CH:29]=[C:30]([CH3:31])[C:22]([O:21][C:12]2[CH:11]=[CH:10][C:9]([O:8][CH2:1][C:2]3[CH:3]=[CH:4][CH:5]=[CH:6][CH:7]=3)=[C:14]([C:15]([CH3:17])=[CH2:16])[C:13]=2[O:19][CH3:20])=[C:23]2[C:27]=1[CH2:26][CH2:25][CH2:24]2)[C:34]1[CH:39]=[CH:38][CH:37]=[CH:36][CH:35]=1. Procedure: 2-[6-Benzyloxy-3-(7-dibenzylamino-5-methylindan-4-yloxy)-2-methoxyphenyl]-propane-2-ol (13.9 g) was dissolved in dichloromethane (100 mL). Adding concentrated hydrochloric acid (40 mL), the mixture was stirred for 20 min vigorously. The organic layer was separated, and the water layer was extracted with dichloromethane. The combined organic layers were washed with a 2 mol/L aqueous solution of sodium hydroxide and brine successively, and dried over anhydrous magnesium sulfate. The solvent was re... The reactants are CN1C(=NC2=C1C(=CC=C2C2=CC=CC=C2)C2=CC=CC=C2)C=O (1-methyl-4,7-diphenyl-1H-benzimidazole-2-carbaldehyde), COC1=C(CN)C=CC(=C1)OC (2,4-dimethoxybenzylamine). The reagents and catalysts are C(C)(=O)O (acetic acid). Solvent: CO (methanol). Conditions: time 12 hour. The product is COC1=C(C/N=C/C2=NC3=C(N2C)C(=CC=C3C3=CC=CC=C3)C3=CC=CC=C3)C=CC(=C1)OC (N-(2,4-dimethoxybenzyl)-N-[(1E)-(1-methyl-4,7-diphenyl-1H-benzimidazol-2-yl)methylene]amine). Reaction SMILES: [CH3:1][N:2]1[C:6]2[C:7]([C:17]3[CH:22]=[CH:21][CH:20]=[CH:19][CH:18]=3)=[CH:8][CH:9]=[C:10]([C:11]3[CH:16]=[CH:15][CH:14]=[CH:13][CH:12]=3)[C:5]=2[N:4]=[C:3]1[CH:23]=O.[CH3:25][O:26][C:27]1[CH:34]=[C:33]([O:35][CH3:36])[CH:32]=[CH:31][C:28]=1[CH2:29][NH2:30]>C(O)(=O)C.CO>[CH3:25][O:26][C:27]1[CH:34]=[C:33]([O:35][CH3:36])[CH:32]=[CH:31][C:28]=1[CH2:29]/[N:30]=[CH:23]/[C:3]1[N:2]([CH3:1])[C:6]2[C:7]([C:17]3[CH:22]=[CH:21][CH:20]=[CH:19][CH:18]=3)=[CH:8][CH:9]=[C:10]([C:11]3[CH:16]=[CH:15][CH:14]=[CH:13][CH:12]=3)[C:5]=2[N:4]=1. Procedure: A mixture of 0.1 g (0.32 mmol) 1-methyl-4,7-diphenyl-1H-benzimidazole-2-carbaldehyde, 55 mg (0.32 mmol) 2,4-dimethoxybenzylamine and 1 drop glacial acetic acid in 8 ml methanol were stirred for 12 hour at room temperature. The reaction mixture was cooled to −20° C. and filtered while cold. The solid was washed with cold (−20° C.) methanol (2×1 ml) and dried at reduced pressure. Yield—0.12g (81.1%). %). 1H NMR (250 MHz, CDCl3), δ, ppm: 3.76 (s, 3H), 3.80 (s, 6H), 4.81 (s, 2H), 6.46 (m, 2H), 7.14 ... The reactants are OC1=C(C=CC(=C1CCC)O)C(C)=O (1-(2,4-dihydroxy-3-propylphenyl) ethanone), BrCCCCCC(=O)OC (methyl 6-bromohexanoate), C([O-])([O-])=O.[K+].[K+] (potassium carbonate). Run in CN(C=O)C (dimethyl formamide). The product is COC(CCCCCOC1=C(C(=C(C=C1)C(C)=O)O)CCC)=O (6-(4-Acetyl-3-hydroxy-2-propylphenoxy) hexanoic acid methyl ester). Yield: 66.0%. Reaction SMILES: [OH:1][C:2]1[C:7]([CH2:8][CH2:9][CH3:10])=[C:6]([OH:11])[CH:5]=[CH:4][C:3]=1[C:12](=[O:14])[CH3:13].Br[CH2:16][CH2:17][CH2:18][CH2:19][CH2:20][C:21]([O:23][CH3:24])=[O:22].C(=O)([O-])[O-].[K+].[K+]>CN(C)C=O>[CH3:24][O:23][C:21](=[O:22])[CH2:20][CH2:19][CH2:18][CH2:17][CH2:16][O:11][C:6]1[CH:5]=[CH:4][C:3]([C:12](=[O:14])[CH3:13])=[C:2]([OH:1])[C:7]=1[CH2:8][CH2:9][CH3:10] |f:2.3.4|. Procedure details: A mixture of 2.72 g of 1-(2,4-dihydroxy-3-propylphenyl) ethanone, 2.72 g of methyl 6-bromohexanoate and 2.90 g of anhydrous potassium carbonate in 30 ml of anhydrous dimethyl formamide was stirred and heated at 75° for 7 hours. The usual workup followed by chromatography on 200 g of silica gel and elution with 10% ethyl acetate-toluene gave 2.77 g (62% yield) of 6-(4-Acetyl-3-hydroxy-2-propylphenoxy) hexanoic acid methyl ester, the titled compound, as an oil. The reactants are CCOc1cc(C(C)(C)C)ncc1C1=NC(C)(c2ccc(Cl)cc2)C(C)(c2ccc(Cl)cc2)N1C(=O)N1CCC(CC(=O)O)CC1, CNCCC(C)C. Product: CCOc1cc(C(C)(C)C)ncc1C1=NC(C)(c2ccc(Cl)cc2)C(C)(c2ccc(Cl)cc2)N1C(=O)N1CCC(CC(=O)N(C)CCC(C)C)CC1. RXN SMILES: [C:1]([CH3:2])([CH3:3])([CH3:4])[c:5]1[cH:6][c:7]([O:44][CH2:45][CH3:46])[c:8]([C:11]2=[N:15][C:14]([CH3:16])([c:17]3[cH:18][cH:19][c:20]([Cl:23])[cH:21][cH:22]3)[C:13]([CH3:24])([c:25]3[cH:26][cH:27][c:28]([Cl:31])[cH:29][cH:30]3)[N:12]2[C:32](=[O:33])[N:34]2[CH2:35][CH2:36][CH:37]([CH2:40][C:41](=[O:42])[OH:43])[CH2:38][CH2:39]2)[cH:9][n:10]1.[CH3:47][NH:48][CH2:49][CH2:50][CH:51]([CH3:52])[CH3:53]>>[C:1]([CH3:2])([CH3:3])([CH3:4])[c:5]1[cH:6][c:7]([O:44][CH2:45][CH3:46])[c:8]([C:11]2=[N:15][C:14]([CH3:16])([c:17]3[cH:18][cH:19][c:20]([Cl:23])[cH:21][cH:22]3)[C:13]([CH3:24])([c:25]3[cH:26][cH:27][c:28]([Cl:31])[cH:29][cH:30]3)[N:12]2[C:32](=[O:33])[N:34]2[CH2:35][CH2:36][CH:37]([CH2:40][C:41](=[O:43])[N:48]([CH3:47])[CH2:49][CH2:50][CH:51]([CH3:52])[CH3:53])[CH2:38][CH2:39]2)[cH:9][n:10]1. Starting materials: C1(=CC=CC=C1)[C@H](CN)C ((R)-2-phenylpropan-1-amine), C(C)(C)(C)OC(=O)C1=C(C=CC=C1)C1=CC=C(C=C1)CN1C(=C(C2=CC(=CC=C12)C(=O)O)C)C (1-((2′-(tert-butoxycarbonyl)biphenyl-4-yl)methyl)-2,3-dimethyl-1H-indole-5-carboxylic acid). The product is CC=1N(C2=CC=C(C=C2C1C)C(NC[C@H](C)C1=CC=CC=C1)=O)CC1=CC=C(C=C1)C=1C(=CC=CC1)C(=O)O ((R)-4′-((2,3-dimethyl-5-(2-phenylpropylcarbamoyl)-1H-indol-1-yl)methyl)biphenyl-2-carboxylic acid). RXN SMILES: [C:1]1([C@@H:7]([CH3:10])[CH2:8][NH2:9])[CH:6]=[CH:5][CH:4]=[CH:3][CH:2]=1.C([O:15][C:16]([C:18]1C=CC=C[C:19]=1[C:24]1[CH:29]=[CH:28][C:27]([CH2:30][N:31]2[C:39]3[C:34](=[CH:35][C:36]([C:40]([OH:42])=O)=[CH:37][CH:38]=3)[C:33]([CH3:43])=[C:32]2[CH3:44])=[CH:26][CH:25]=1)=[O:17])(C)(C)C>>[CH3:44][C:32]1[N:31]([CH2:30][C:27]2[CH:26]=[CH:25][C:24]([C:19]3[C:18]([C:16]([OH:15])=[O:17])=[CH:6][CH:1]=[CH:2][CH:3]=3)=[CH:29][CH:28]=2)[C:39]2[C:34]([C:33]=1[CH3:43])=[CH:35][C:36]([C:40](=[O:42])[NH:9][CH2:8][C@@H:7]([C:1]1[CH:6]=[CH:5][CH:4]=[CH:3][CH:2]=1)[CH3:10])=[CH:37][CH:38]=2. Procedure: The title compound was prepared following the same general protocol as described in Steps 8-9, Example 1, using (R)-2-phenylpropan-1-amine and 1-((2′-(tert-butoxycarbonyl)biphenyl-4-yl)methyl)-2,3-dimethyl-1H-indole-5-carboxylic acid. LC-MS 517 (M+H). Starting materials: COC(=O)C1C(CCC(C1)(C1=CC=C(C=2OC3=C(C21)C=CC=C3)OC)C#N)=O (5-cyano-5-(4-methoxy-dibenzofuran-1-yl)-2-oxo-cyclohexane carboxylic acid methyl ester), Cl.NC(=N)N (guanidine HCl), C[O-].[Na+] (sodium methoxide). Run in CO (methanol). Conditions: time 8 hour. Yields the product NC1=NC=2CCC(CC2C(N1)=O)(C#N)C1=CC=C(C=2OC3=C(C21)C=CC=C3)OC (2-Amino-6-(4-methoxydibenzo[b,d]furan-1-yl)-4-oxo-3,4,5,6,7,8-hexahydroquinazoline-6-carbonitrile). As a reaction SMILES: C[O:2][C:3]([CH:5]1[CH2:10][C:9]([C:26]#[N:27])([C:11]2[C:19]3[C:18]4[CH:20]=[CH:21][CH:22]=[CH:23][C:17]=4[O:16][C:15]=3[C:14]([O:24][CH3:25])=[CH:13][CH:12]=2)[CH2:8][CH2:7][C:6]1=O)=O.Cl.[NH2:30][C:31]([NH2:33])=[NH:32].C[O-].[Na+]>CO>[NH2:32][C:31]1[NH:33][C:3](=[O:2])[C:5]2[CH2:10][C:9]([C:11]3[C:19]4[C:18]5[CH:20]=[CH:21][CH:22]=[CH:23][C:17]=5[O:16][C:15]=4[C:14]([O:24][CH3:25])=[CH:13][CH:12]=3)([C:26]#[N:27])[CH2:8][CH2:7][C:6]=2[N:30]=1 |f:1.2,3.4|. Procedure: A mixture of the compound obtained in example 1 (200 mg, 0.53 mmol), guanidine HCl (127 mg, 1.326 mmol) and sodium methoxide (100 mg) in 2 ml methanol was stirred overnight at room temperature. The solvent was evaporated under vacuum and the crude residue was purified by column chromatography to get 150 mg (73.3% yields) as a white solid product. MP-decomposes at 300° C.